This data is from the Open Reaction Database (ORD), a public repository of structured organic reaction records. The task is: describe an organic reaction: reactants, conditions, products, and yield The reactants are ClC=1C=C(C=CC1Cl)NC(=S)N1CCN(CC1)CC1CN(CCC1)C (N-(3,4-Dichlorophenyl)-4-[(1-methylpiperidin-3-yl)methyl]piperazine-1-carbothioamide), N (ammonia), CO (methanol). Reagents/catalysts: [O-]S(=O)(=O)C(F)(F)F.[Ag+] (silver triflate). Run in C1CCOC1 (THF), ClCCl (dichloromethane). Reaction conditions: temperature -30 celsius. Product: ClC=1C=C(C=CC1Cl)NC(=N)N1CCN(CC1)CC1CN(CCC1)C (N-(3,4-Dichlorophenyl)-4-[(1-methylpiperidin-3-yl)methyl]piperazine-1-carboximidamide). RXN SMILES: [Cl:1][C:2]1[CH:3]=[C:4]([NH:9][C:10]([N:12]2[CH2:17][CH2:16][N:15]([CH2:18][CH:19]3[CH2:24][CH2:23][CH2:22][N:21]([CH3:25])[CH2:20]3)[CH2:14][CH2:13]2)=S)[CH:5]=[CH:6][C:7]=1[Cl:8].CO.[NH3:28]>C1COCC1.ClCCl.[O-]S(C(F)(F)F)(=O)=O.[Ag+]>[Cl:1][C:2]1[CH:3]=[C:4]([NH:9][C:10]([N:12]2[CH2:17][CH2:16][N:15]([CH2:18][CH:19]3[CH2:24][CH2:23][CH2:22][N:21]([CH3:25])[CH2:20]3)[CH2:14][CH2:13]2)=[NH:28])[CH:5]=[CH:6][C:7]=1[Cl:8] |f:5.6|. Procedure: N-(3,4-Dichlorophenyl)-4-[(1-methylpiperidin-3-yl)methyl]piperazine-1-carbothioamide (0.53 g) was dissolved in a mixture of saturated ammonia in THF (1 ml) and dichloromethane (20 ml). The reaction mixture was cooled to −30° C. under an atmosphere of argon then silver triflate (0.34 g) was added. The reaction mixture was allowed to warm to room temperature then methanol (4 ml) was added. The soluble material was separated the concentrated in vacuo. The crude product was subjected to reverse phas... The reactants are C(C)(C)(C)C=1C=C(C=C(C1O)C(C)(C)C)CCNCCC1=CC(=C(C(=C1)C(C)(C)C)O)C(C)(C)C (N,N-bis[β-(3,5-di-t-butyl-4-hydroxyphenyl)ethyl]amine), C=O (formaldehyde). The reagents and catalysts are [Pd] (Pd/C). Solvent: C(CCC)O (n-butanol). Yields the product C(C)(C)(C)C=1C=C(C=C(C1O)C(C)(C)C)CCN(CCC1=CC(=C(C(=C1)C(C)(C)C)O)C(C)(C)C)C (N,N-bis[β-(3,5-di-t-butyl-4-hydroxyphenyl)ethyl]methylamine). The yield is 100.9%. As a reaction SMILES: [C:1]([C:5]1[CH:6]=[C:7]([CH2:16][CH2:17][NH:18][CH2:19][CH2:20][C:21]2[CH:26]=[C:25]([C:27]([CH3:30])([CH3:29])[CH3:28])[C:24]([OH:31])=[C:23]([C:32]([CH3:35])([CH3:34])[CH3:33])[CH:22]=2)[CH:8]=[C:9]([C:12]([CH3:15])([CH3:14])[CH3:13])[C:10]=1[OH:11])([CH3:4])([CH3:3])[CH3:2].[CH2:36]=O>[Pd].C(O)CCC>[C:27]([C:25]1[CH:26]=[C:21]([CH2:20][CH2:19][N:18]([CH3:36])[CH2:17][CH2:16][C:7]2[CH:6]=[C:5]([C:1]([CH3:2])([CH3:3])[CH3:4])[C:10]([OH:11])=[C:9]([C:12]([CH3:13])([CH3:15])[CH3:14])[CH:8]=2)[CH:22]=[C:23]([C:32]([CH3:35])([CH3:34])[CH3:33])[C:24]=1[OH:31])([CH3:30])([CH3:29])[CH3:28]. Procedure details: Charge a suitable reaction vessel with 3.0 g (6.2 mmols) of N,N-bis[β-(3,5-di-t-butyl-4-hydroxyphenyl)ethyl]amine, 2.2 g of 37% formaldehyde (27.1 mmols), 0.6 g of 10% Pd/C, and 15 mL of n-butanol. Purge with hydrogen and shake the vessel on a Parr Series 3900 Hydrogenation Apparatus at 60 psi (0.4 MPa) hydrogen pressure and room temperature for 5 hours. Dilute the resulting slurry with 30 mL of methylene chloride, filter, and concentrate the filtrate in vacuo to give 3.1 g of N,N-bis[β-(3,5-di-... Reactants: NC1=C(C=CC=C1[N+](=O)[O-])NS(=O)(=O)C1=CC=C(C=C1)C (N-(2-Amino-3-nitrophenyl)-4-methylbenzenesulfonamide), ClC(Cl)(OC(OC(Cl)(Cl)Cl)=O)Cl (triphosgene). Solvent: CC#N (CH3CN). Run at time 30 minute. Yields the product CC1=CC=C(C=C1)S(=O)(=O)N1C(NC2=C1C=CC=C2[N+](=O)[O-])=O (1-[(4-Methylphenyl)sulfonyl]-4-nitro-1,3-dihydro-2H-benzimidazol-2-one). As a reaction SMILES: [NH2:1][C:2]1[C:7]([N+:8]([O-:10])=[O:9])=[CH:6][CH:5]=[CH:4][C:3]=1[NH:11][S:12]([C:15]1[CH:20]=[CH:19][C:18]([CH3:21])=[CH:17][CH:16]=1)(=[O:14])=[O:13].Cl[C:23](Cl)([O:25]C(=O)OC(Cl)(Cl)Cl)Cl>CC#N>[CH3:21][C:18]1[CH:19]=[CH:20][C:15]([S:12]([N:11]2[C:3]3[CH:4]=[CH:5][CH:6]=[C:7]([N+:8]([O-:10])=[O:9])[C:2]=3[NH:1][C:23]2=[O:25])(=[O:14])=[O:13])=[CH:16][CH:17]=1. Reported procedure: To a stirred solution of N-(2-amino-3-nitrophenyl)-4-methylbenzenesulfonamide from Step A (2.00 g, 6.51 mmol) in CH3CN (100 mL) was added triphosgene (966 mg, 3.25 mmol) and the mixture was stirred at ambient temperature for 30 min. The precipitate was isolated by filtration and dried in vacuo to give the title compound. MS: m/z=334 (M+1). Starting materials: COC(=O)C1=CC=C2C=C(C(NC2=C1)=O)C=1N=C(SC1)CS(=O)(=O)C1=CC=CC=C1 (3-(2-benzenesulfonylmethyl-thiazol-4-yl)-1H-quinolin-2-one-7-carboxylic acid methyl ester), [OH-].[Na+] (NaOH), [OH-].[Na+] (NaOH), [OH-].[Na+] (NaOH). Run in C1CCOC1 (THF). Conditions: time 2 hour. The product is C1(=CC=CC=C1)S(=O)(=O)CC=1SC=C(N1)C=1C(NC2=CC(=CC=C2C1)C(=O)O)=O (3-(2-benzenesulfonylmethyl-thiazol-4-yl)-1H-quinolin-2-one-7-carboxylic acid). RXN SMILES: C[O:2][C:3]([C:5]1[CH:14]=[C:13]2[C:8]([CH:9]=[C:10]([C:16]3[N:17]=[C:18]([CH2:21][S:22]([C:25]4[CH:30]=[CH:29][CH:28]=[CH:27][CH:26]=4)(=[O:24])=[O:23])[S:19][CH:20]=3)[C:11](=[O:15])[NH:12]2)=[CH:7][CH:6]=1)=[O:4].[OH-].[Na+]>C1COCC1>[C:25]1([S:22]([CH2:21][C:18]2[S:19][CH:20]=[C:16]([C:10]3[C:11](=[O:15])[NH:12][C:13]4[C:8]([CH:9]=3)=[CH:7][CH:6]=[C:5]([C:3]([OH:4])=[O:2])[CH:14]=4)[N:17]=2)(=[O:24])=[O:23])[CH:26]=[CH:27][CH:28]=[CH:29][CH:30]=1 |f:1.2|. Reported procedure: To a solution of 3-(2-benzenesulfonylmethyl-thiazol-4-yl)-1H-quinolin-2-one-7-carboxylic acid methyl ester (step (g), 0.9 g, 2.1 mmol) and THF (200 mL) was added 1N NaOH (4 mL). The solution was stirred at RT. After 2 h, an additional 4 mL of 1N NaOH was added. After an additional 3 h, 4 mL of 1N NaOH was added. After 24 h, TLC shows complete conversion. The solution was concentrated in vacuo and diluted with 100 mL of H2O. The aqueous solution was acidified with 2N HCl (aq) and a precipitate fo... Starting materials: CCCCCC=CCCCCCCC1OCCO1, CO, O, Cc1ccc(S(=O)(=O)O)cc1. The product is CCCCCC=CCCCCCCC=O. As a reaction SMILES: [CH2:1]([CH2:2][CH2:3][CH2:4][CH2:5][CH2:6][CH:7]=[CH:8][CH2:9][CH2:10][CH2:11][CH2:12][CH3:13])[CH:14]1[O:15][CH2:18][CH2:17][O:16]1.[CH3:31][OH:32].[OH2:30].[c:19]1([CH3:20])[cH:21][cH:22][c:23]([S:24]([OH:25])(=[O:26])=[O:27])[cH:28][cH:29]1>>[CH2:1]([CH2:2][CH2:3][CH2:4][CH2:5][CH2:6][CH:7]=[CH:8][CH2:9][CH2:10][CH2:11][CH2:12][CH3:13])[CH:14]=[O:15]. The reactants are ON1C=CC2=NC=C(C=C21)C=2C=NN(C2)C2CCN(CC2)C(=O)OC(C)(C)C (tert-butyl 4-[4-(1-hydroxy-1H-pyrrolo[3,2-b]pyridin-6-yl)-1H-pyrazol-1-yl]piperidine-1-carboxylate), BrCC1=C(C=CC=C1)C(F)(F)F (1-(bromomethyl)-2-(trifluoromethyl)benzene), C(=O)([O-])[O-].[K+].[K+] (K2CO3). Run in CN(C)C=O (DMF). Reaction conditions: time 0.75 hour. The product is N1CCC(CC1)N1N=CC(=C1)C=1C=C2C(=NC1)C=CN2OCC2=C(C=CC=C2)C(F)(F)F (6-[1-(piperidin-4-yl)-1H-pyrazol-4-yl]-1-{[2-(trifluoromethyl)benzyl]oxy}-1H-pyrrolo[3,2-b]pyridine). RXN SMILES: [OH:1][N:2]1[C:10]2[C:5](=[N:6][CH:7]=[C:8]([C:11]3[CH:12]=[N:13][N:14]([CH:16]4[CH2:21][CH2:20][N:19](C(OC(C)(C)C)=O)[CH2:18][CH2:17]4)[CH:15]=3)[CH:9]=2)[CH:4]=[CH:3]1.Br[CH2:30][C:31]1[CH:36]=[CH:35][CH:34]=[CH:33][C:32]=1[C:37]([F:40])([F:39])[F:38].C([O-])([O-])=O.[K+].[K+]>CN(C=O)C>[NH:19]1[CH2:20][CH2:21][CH:16]([N:14]2[CH:15]=[C:11]([C:8]3[CH:9]=[C:10]4[N:2]([O:1][CH2:30][C:31]5[CH:36]=[CH:35][CH:34]=[CH:33][C:32]=5[C:37]([F:40])([F:39])[F:38])[CH:3]=[CH:4][C:5]4=[N:6][CH:7]=3)[CH:12]=[N:13]2)[CH2:17][CH2:18]1 |f:2.3.4|. Procedure: tert-butyl 4-[4-(1-hydroxy-1H-pyrrolo[3,2-b]pyridin-6-yl)-1H-pyrazol-1-yl]piperidine-1-carboxylate (30 mg, 0.078 mmol, 1.0 eq), 1-(bromomethyl)-2-(trifluoromethyl)benzene (0.066 mmol), and K2CO3 (30 mg) in 1.5 ml of DMF were shaken at r.t. for 30 min and then filtered and evaporated. The resulting crude product was dissolved in 1.5 ml of methanol and 0.5 ml of 4.0 M HCl/dioxane was dropped in. The reaction was shaken at room temperature for 0.5-1 h. The solvent was evaporated and the residue was... Starting materials: ( c ), N([C@@H](CC1=CN(C=N1)C(=O)OCC1C2=CC=CC=C2C2=CC=CC=C12)C(=O)O)C(=O)OCC1C2=CC=CC=C2C2=CC=CC=C12 (Fmoc-His(Fmoc)-OH), N[C@H]([C@H]([C@@H](O)C1CC1)O)CC1=CC=CC=C1 ((1S,2R,3S)-3-amino-1-cyclopropyl-4-phenyl-1,2-butanediol), N1CCCCC1 (piperidine). The solvent is C(Cl)Cl (methylene chloride). Yields the product N[C@H](C(=O)N[C@H]([C@H]([C@@H](O)C1CC1)O)CC1=CC=CC=C1)CC=1N=CNC1 ((S)-α-amino-N-[(1S,2R,3S)-1-benzyl-3-cyclopropyl-2,3-dihydroxypropyl]-imidazole-4-propionamide). RXN SMILES: [NH:1](C(OCC1C2C(=CC=CC=2)C2C1=CC=CC=2)=O)[C@H:2]([C:26](O)=[O:27])[CH2:3][C:4]1[N:8]=[CH:7][N:6](C(OCC2C3C(=CC=CC=3)C3C2=CC=CC=3)=O)[CH:5]=1.[NH2:46][C@@H:47]([CH2:55][C:56]1[CH:61]=[CH:60][CH:59]=[CH:58][CH:57]=1)[C@@H:48]([OH:54])[C@H:49]([CH:51]1[CH2:53][CH2:52]1)[OH:50].N1CCCCC1>C(Cl)Cl>[NH2:1][C@@H:2]([CH2:3][C:4]1[N:8]=[CH:7][NH:6][CH:5]=1)[C:26]([NH:46][C@@H:47]([CH2:55][C:56]1[CH:61]=[CH:60][CH:59]=[CH:58][CH:57]=1)[C@@H:48]([OH:54])[C@H:49]([CH:51]1[CH2:52][CH2:53]1)[OH:50])=[O:27]. Reported procedure: In an analogous manner to that described in Example 1, paragraph (c), by the condensation of Fmoc-His(Fmoc)-OH and (1S,2R,3S)-3-amino-1-cyclopropyl-4-phenyl-1,2-butanediol followed by cleavage of the protecting groups using piperidine in methylene chloride there was obtained (S)-α-amino-N-[(1S,2R,3S)-1-benzyl-3-cyclopropyl-2,3-dihydroxypropyl]-imidazole-4-propionamide as a colourless foam, MS: 359 (M+H)+.